This data is from the Open Reaction Database (ORD), a public repository of structured organic reaction records. The task is: describe an organic reaction: reactants, conditions, products, and yield Starting materials: NC=1C2=C(N=CN1)N(C=C2C2=CC(=C(C=C2)NC(OC2=CC=CC=C2)=O)OC)C2CCOCC2 (Phenyl N-[4-(4-amino-7-tetrahydro-2H-4-pyranyl-7H-pyrrolo[2,3-d]pyrimidin-5-yl)-2-methoxyphenyl]carbamate), N1=C(C=CC=C1)CO (2-pyridylmethanol). Run in N1=CC=CC=C1 (pyridine). Reaction conditions: temperature 100 celsius. Yields the product NC=1C2=C(N=CN1)N(C=C2C2=CC(=C(C=C2)NC(OCC2=NC=CC=C2)=O)OC)C2CCOCC2 (2-pyridylmethyl N-[4-(4-amino-7-tetrahydro-2H-4-pyranyl-7H-pyrrolo[2,3-d]pyrimidin-5-yl)-2-methoxyphenyl]carbamate). Reaction SMILES: [NH2:1][C:2]1[C:3]2[C:10]([C:11]3[CH:16]=[CH:15][C:14]([NH:17][C:18](=[O:26])[O:19][C:20]4[CH:25]=[CH:24][CH:23]=[CH:22][CH:21]=4)=[C:13]([O:27][CH3:28])[CH:12]=3)=[CH:9][N:8]([CH:29]3[CH2:34][CH2:33][O:32][CH2:31][CH2:30]3)[C:4]=2[N:5]=[CH:6][N:7]=1.[N:35]1C=CC=CC=1CO>N1C=CC=CC=1>[NH2:1][C:2]1[C:3]2[C:10]([C:11]3[CH:16]=[CH:15][C:14]([NH:17][C:18](=[O:26])[O:19][CH2:20][C:25]4[CH:24]=[CH:23][CH:22]=[CH:21][N:35]=4)=[C:13]([O:27][CH3:28])[CH:12]=3)=[CH:9][N:8]([CH:29]3[CH2:30][CH2:31][O:32][CH2:33][CH2:34]3)[C:4]=2[N:5]=[CH:6][N:7]=1. Reported procedure: Phenyl N-[4-(4-amino-7-tetrahydro-2H-4-pyranyl-7H-pyrrolo[2,3-d]pyrimidin-5-yl)-2-methoxyphenyl]carbamate (30 mg, 0.065 mmol) was mixed 2-pyridylmethanol (0.05 mL) in pyridine (0.5 mL). The reaction mixture was heated at 100° C. overnight. The solvent was removed and the residue was purified by preparative reverse phase LC/MS to give 2-pyridylmethyl N-[4-(4-amino-7-tetrahydro-2H-4-pyranyl-7H-pyrrolo[2,3-d]pyrimidin-5-yl)-2-methoxyphenyl]carbamate (11 mg, 0.023 mmol). The solid was dissolved in e... Reactants: C[C@@H]1N(C(O[C@@H]1C1=CC=CC=C1)=O)CC1=C(C=CC(=C1)C(F)(F)F)B1OC(C(O1)(C)C)(C)C ((4S,5R)-4-Methyl-5-phenyl-3-[2-(4,4,5,5-tetramethyl-[1,3,2]dioxaborolan-2-yl)-5-trifluoromethyl-benzyl]-oxazolidin-2-one), BrC=1C=CC(=C(C1)CC(=O)O)F (5-bromo-2-fluorophenylacetic acid), C([O-])([O-])=O.[K+].[K+] (potassium carbonate). The reagents and catalysts are C=1C=CC(=CC1)[P](C=2C=CC=CC2)(C=3C=CC=CC3)[Pd]([P](C=4C=CC=CC4)(C=5C=CC=CC5)C=6C=CC=CC6)([P](C=7C=CC=CC7)(C=8C=CC=CC8)C=9C=CC=CC9)[P](C=1C=CC=CC1)(C=1C=CC=CC1)C=1C=CC=CC1 (Tetrakis(triphenylphosphine)palladium). Run in COCCOC.O (DME H2O). Conditions: temperature 90 celsius, time 8 hour. Product: FC1=C(C=C(C=C1)C1=C(C=C(C=C1)C(F)(F)F)CN1C(O[C@@H]([C@@H]1C)C1=CC=CC=C1)=O)CC(=O)O ([4-Fluoro-2′-((4S,5R)-4-methyl-2-oxo-5-phenyl-oxazolidin-3-ylmethyl)-4′-trifluoromethyl-biphenyl-3-yl]-acetic acid). As a reaction SMILES: [CH3:1][C@H:2]1[C@@H:6]([C:7]2[CH:12]=[CH:11][CH:10]=[CH:9][CH:8]=2)[O:5][C:4](=[O:13])[N:3]1[CH2:14][C:15]1[CH:20]=[C:19]([C:21]([F:24])([F:23])[F:22])[CH:18]=[CH:17][C:16]=1B1OC(C)(C)C(C)(C)O1.Br[C:35]1[CH:36]=[CH:37][C:38]([F:45])=[C:39]([CH2:41][C:42]([OH:44])=[O:43])[CH:40]=1.C(=O)([O-])[O-].[K+].[K+]>COCCOC.O.C1C=CC([P]([Pd]([P](C2C=CC=CC=2)(C2C=CC=CC=2)C2C=CC=CC=2)([P](C2C=CC=CC=2)(C2C=CC=CC=2)C2C=CC=CC=2)[P](C2C=CC=CC=2)(C2C=CC=CC=2)C2C=CC=CC=2)(C2C=CC=CC=2)C2C=CC=CC=2)=CC=1>[F:45][C:38]1[CH:37]=[CH:36][C:35]([C:16]2[CH:17]=[CH:18][C:19]([C:21]([F:23])([F:22])[F:24])=[CH:20][C:15]=2[CH2:14][N:3]2[C@@H:2]([CH3:1])[C@@H:6]([C:7]3[CH:12]=[CH:11][CH:10]=[CH:9][CH:8]=3)[O:5][C:4]2=[O:13])=[CH:40][C:39]=1[CH2:41][C:42]([OH:44])=[O:43] |f:2.3.4,5.6,^1:62,64,83,102|. Procedure: (4S,5R)-4-Methyl-5-phenyl-3-[2-(4,4,5,5-tetramethyl-[1,3,2]dioxaborolan-2-yl)-5-trifluoromethyl-benzyl]-oxazolidin-2-one (0.080 g, 0.17 mmol), 5-bromo-2-fluorophenylacetic acid (0.061 g, 0.26 mmol), potassium carbonate (0.084 g, 0.61 mmol), and tetrakis(triphenylphosphine)palladium (0) (0.021 g, 0.02 mmol) were combined in DME:H2O (2:1; 3 mL), and the mixture was purged with N2 for 5 minutes. The reaction was stirred under N2 at 90° C. overnight. After work-up with EtOAc and brine, the crude mat... Starting materials: Cl.BrCCNC(C)C1=C(C=CC=C1)C (N-(2-Bromoethyl)-1-(2'-Methyl-Phenyl)Ethylamine Hydrochloride), [Cl-].[Al+3].[Cl-].[Cl-] (aluminium chloride), ice water. Run in C1CCCC2CCCCC12 (decaline). Reaction conditions: temperature 0 celsius. Yields the product CC1NCCC2=CC=CC(=C12)C (1,8-Dimethyl-1,2,3,4-Tetrahydroisoquinoline). Yield: 37.1%. Reaction SMILES: Cl.Br[CH2:3][CH2:4][NH:5][CH:6]([C:8]1[CH:13]=[CH:12][CH:11]=[CH:10][C:9]=1[CH3:14])[CH3:7].[Cl-].[Al+3].[Cl-].[Cl-]>C1C2C(CCCC2)CCC1>[CH3:7][CH:6]1[C:8]2[C:13](=[CH:12][CH:11]=[CH:10][C:9]=2[CH3:14])[CH2:3][CH2:4][NH:5]1 |f:0.1,2.3.4.5|. Procedure details: To a mixed solution of 14.7 g of the compound (45.5 mM) prepared in Step 4 above and 100 ml of decaline, was added aluminium chloride and reacted at 140°-150° C. for 1.5 hours, which was cooled to 0° C. The reaction mixture was diluted by pouring into ice water and washed with ethyl ether. The reaction mixture was basified by adding aqueous NaOH solution and the solids produced were filtered. The filtrate was extracted from ethyl ether and the extracts was dried over anhydrous sodium sulfate, co...